Dataset: the Open Reaction Database (ORD), a public repository of structured organic reaction records. Task: describe an organic reaction: reactants, conditions, products, and yield Reactants: O=C(c1ccccc1)N1CCC2Nc3cc(Cl)c(Cl)cc3C2CC1, [K+], [OH-], O, OCCO. The product is Clc1cc2c(cc1Cl)C1CCNCCC1N2. As a reaction SMILES: [C:1](=[O:2])([c:3]1[cH:4][cH:5][cH:6][cH:7][cH:8]1)[N:9]1[CH2:10][CH2:11][CH:12]2[NH:13][c:14]3[cH:15][c:16]([Cl:24])[c:17]([Cl:23])[cH:18][c:19]3[CH:20]2[CH2:21][CH2:22]1.[K+:26].[OH-:25].[OH2:31].[OH:27][CH2:28][CH2:29][OH:30]>>[NH:9]1[CH2:10][CH2:11][CH:12]2[NH:13][c:14]3[cH:15][c:16]([Cl:24])[c:17]([Cl:23])[cH:18][c:19]3[CH:20]2[CH2:21][CH2:22]1.